Dataset: the Open Reaction Database (ORD), a public repository of structured organic reaction records. Task: describe an organic reaction: reactants, conditions, products, and yield Solvent: C(C)(=O)OCC (ethyl acetate). Procedure: A mixture of tert-butyl 9-[2-(trifluoromethoxy)phenyl]-2,3-dihydro-1,4-benzoxazepine-4(5H)-carboxylate (190 mg, 0.464 mmol), ethyl acetate (1 ml) and 4N hydrogen chloride-ethyl acetate solution (4 ml) was stirred for 1 hr at room temperature, and the solvent was evaporated under reduced pressure. The residue was recrystallized from methanol to give the desired product (158 mg, 98.8%) as a solid. Yield: 98.8%. The reactants are FC(OC1=C(C=CC=C1)C1=CC=CC=2CN(CCOC21)C(=O)OC(C)(C)C)(F)F (tert-butyl 9-[2-(trifluoromethoxy)phenyl]-2,3-dihydro-1,4-benzoxazepine-4(5H)-carboxylate), C(C)(=O)OCC.Cl (hydrogen chloride-ethyl acetate). Run at time 1 hour. Yields the product Cl.FC(OC1=C(C=CC=C1)C1=CC=CC=2CNCCOC21)(F)F (9-[2-(trifluoromethoxy)phenyl]-2,3,4,5-tetrahydro-1,4-benzoxazepine hydrochloride). Reaction SMILES: [F:1][C:2]([F:29])([F:28])[O:3][C:4]1[CH:9]=[CH:8][CH:7]=[CH:6][C:5]=1[C:10]1[C:20]2[O:19][CH2:18][CH2:17][N:16](C(OC(C)(C)C)=O)[CH2:15][C:14]=2[CH:13]=[CH:12][CH:11]=1.C(OCC)(=O)C.[ClH:36]>C(OCC)(=O)C>[ClH:36].[F:29][C:2]([F:1])([F:28])[O:3][C:4]1[CH:9]=[CH:8][CH:7]=[CH:6][C:5]=1[C:10]1[C:20]2[O:19][CH2:18][CH2:17][NH:16][CH2:15][C:14]=2[CH:13]=[CH:12][CH:11]=1 |f:1.2,4.5|. Starting materials: CCOC(=O)Cn1ccc2ccc(O)cc21, OCCc1cnc(-c2ccc(C(F)(F)F)cc2)nc1C1CC1, CC(C)(C)OC(=O)N=NC(=O)OC(C)(C)C, C1CCOC1, c1ccc(P(c2ccccc2)c2ccccc2)cc1. Yields the product CCOC(=O)Cn1ccc2ccc(OCCc3cnc(-c4ccc(C(F)(F)F)cc4)nc3C3CC3)cc21. RXN SMILES: [CH2:1]([CH3:2])[O:3][C:4]([CH2:5][n:6]1[cH:7][cH:8][c:9]2[cH:10][cH:11][c:12]([OH:15])[cH:13][c:14]12)=[O:16].[CH:17]1([c:20]2[n:21][c:22](-[c:29]3[cH:30][cH:31][c:32]([C:35]([F:36])([F:37])[F:38])[cH:33][cH:34]3)[n:23][cH:24][c:25]2[CH2:26][CH2:27][OH:28])[CH2:18][CH2:19]1.[N:39]([C:40]([O:41][C:42]([CH3:43])([CH3:44])[CH3:45])=[O:46])=[N:47][C:48]([O:49][C:50]([CH3:51])([CH3:52])[CH3:53])=[O:54].[O:74]1[CH2:75][CH2:76][CH2:77][CH2:78]1.[c:55]1([P:56]([c:57]2[cH:58][cH:59][cH:60][cH:61][cH:62]2)[c:63]2[cH:64][cH:65][cH:66][cH:67][cH:68]2)[cH:69][cH:70][cH:71][cH:72][cH:73]1>>[CH2:1]([CH3:2])[O:3][C:4]([CH2:5][n:6]1[cH:7][cH:8][c:9]2[cH:10][cH:11][c:12]([O:15][CH2:27][CH2:26][c:25]3[c:20]([CH:17]4[CH2:18][CH2:19]4)[n:21][c:22](-[c:29]4[cH:30][cH:31][c:32]([C:35]([F:36])([F:37])[F:38])[cH:33][cH:34]4)[n:23][cH:24]3)[cH:13][c:14]12)=[O:16]. Product: [Br-], CC1(C)CCOc2ccc(C[P+](c3ccccc3)(c3ccccc3)c3ccccc3)cc21. Starting materials: CC1(C)CCOc2ccc(CBr)cc21, Cc1ccccc1, c1ccc(P(c2ccccc2)c2ccccc2)cc1. Reaction SMILES: [Br:1][CH2:2][c:3]1[cH:4][c:5]2[c:10]([cH:11][cH:12]1)[O:9][CH2:8][CH2:7][C:6]2([CH3:13])[CH3:14].[CH3:34][c:35]1[cH:36][cH:37][cH:38][cH:39][cH:40]1.[c:15]1([P:21]([c:22]2[cH:23][cH:24][cH:25][cH:26][cH:27]2)[c:28]2[cH:29][cH:30][cH:31][cH:32][cH:33]2)[cH:16][cH:17][cH:18][cH:19][cH:20]1>>[Br-:1].[CH2:2]([c:3]1[cH:4][c:5]2[c:10]([cH:11][cH:12]1)[O:9][CH2:8][CH2:7][C:6]2([CH3:13])[CH3:14])[P+:21]([c:15]1[cH:16][cH:17][cH:18][cH:19][cH:20]1)([c:22]1[cH:23][cH:24][cH:25][cH:26][cH:27]1)[c:28]1[cH:29][cH:30][cH:31][cH:32][cH:33]1. The reactants are NC=1C2=C(N=CN1)N(C=C2C2=CC(=C(C=C2)NS(=O)(=O)C2=CC=CC=C2)OC)C2CCCC2 (N-[4-(4-amino-7-cyclopentyl-7H-pyrrolo[2,3-d]pyrimidin-5-yl)-2-methoxyphenyl]benzenesulphonamide), B(Br)(Br)Br (boron tribromide). Run in ClCCl (dichloromethane). The product is NC=1C2=C(N=CN1)N(C=C2C2=CC(=C(C=C2)NS(=O)(=O)C2=CC=CC=C2)O)C2CCCC2 (N-[4-(4-amino-7-cyclopentyl-7H-pyrrolo[2,3-d]pyrimidin-5-yl)-2-hydroxyphenyl]benzenesulphonamide). As a reaction SMILES: [NH2:1][C:2]1[C:3]2[C:10]([C:11]3[CH:16]=[CH:15][C:14]([NH:17][S:18]([C:21]4[CH:26]=[CH:25][CH:24]=[CH:23][CH:22]=4)(=[O:20])=[O:19])=[C:13]([O:27]C)[CH:12]=3)=[CH:9][N:8]([CH:29]3[CH2:33][CH2:32][CH2:31][CH2:30]3)[C:4]=2[N:5]=[CH:6][N:7]=1.B(Br)(Br)Br>ClCCl>[NH2:1][C:2]1[C:3]2[C:10]([C:11]3[CH:16]=[CH:15][C:14]([NH:17][S:18]([C:21]4[CH:26]=[CH:25][CH:24]=[CH:23][CH:22]=4)(=[O:20])=[O:19])=[C:13]([OH:27])[CH:12]=3)=[CH:9][N:8]([CH:29]3[CH2:33][CH2:32][CH2:31][CH2:30]3)[C:4]=2[N:5]=[CH:6][N:7]=1. Reported procedure: In a similar manner to Example 33, N-[4-(4-amino-7-cyclopentyl-7H-pyrrolo[2,3-d]pyrimidin-5-yl)-2-methoxyphenyl]benzenesulphonamide was reacted with boron tribromide in dichloromethane at -10° C. to give N-[4-(4-amino-7-cyclopentyl-7H-pyrrolo[2,3-d]pyrimidin-5-yl)-2-hydroxyphenyl]benzenesulphonamide, m.p. 265-267° C. The structure was confirmed by 1H nmr and mass spectra. The reactants are NC1(C(CC(C1)O[Si](C)(C)C(C)(C)C)CO)C=1C=C(C=CC1)C1=CC(=CC=C1)OC ((2-amino-4-(tert-butyldimethylsilyloxy)-2-(3′-methoxybiphenyl-3-yl)cyclopentyl)methanol), C(C1=CC=CC=C1)(=O)N=C=S (benzoyl isothiocyanate). Solvent: C1CCOC1 (THF). The product is [Si](C)(C)(C(C)(C)C)OC1CC(C(C1)(C=1C=C(C=CC1)C1=CC(=CC=C1)OC)NC(=S)NC(C1=CC=CC=C1)=O)CO (N-(4-(tert-Butyldimethylsilyloxy)-2-(hydroxymethyl)-1-(3′-methoxybiphenyl-3-yl)cyclopentylcarbamothioyl)benzamide). The yield is 77.5%. RXN SMILES: [NH2:1][C:2]1([C:17]2[CH:18]=[C:19]([C:23]3[CH:28]=[CH:27][CH:26]=[C:25]([O:29][CH3:30])[CH:24]=3)[CH:20]=[CH:21][CH:22]=2)[CH2:6][CH:5]([O:7][Si:8]([C:11]([CH3:14])([CH3:13])[CH3:12])([CH3:10])[CH3:9])[CH2:4][CH:3]1[CH2:15][OH:16].[C:31]([N:39]=[C:40]=[S:41])(=[O:38])[C:32]1[CH:37]=[CH:36][CH:35]=[CH:34][CH:33]=1>C1COCC1>[Si:8]([O:7][CH:5]1[CH2:6][C:2]([NH:1][C:40]([NH:39][C:31](=[O:38])[C:32]2[CH:33]=[CH:34][CH:35]=[CH:36][CH:37]=2)=[S:41])([C:17]2[CH:18]=[C:19]([C:23]3[CH:28]=[CH:27][CH:26]=[C:25]([O:29][CH3:30])[CH:24]=3)[CH:20]=[CH:21][CH:22]=2)[CH:3]([CH2:15][OH:16])[CH2:4]1)([C:11]([CH3:13])([CH3:12])[CH3:14])([CH3:9])[CH3:10]. Reported procedure: A solution of (2-amino-4-(tert-butyldimethylsilyloxy)-2-(3′-methoxybiphenyl-3-yl)cyclopentyl)methanol (9.44 g, 22.1 mmol) and benzoyl isothiocyanate (3.49 g, 21.0 mmol) in THF (88 mL) is stirred for 1.5 hours at room temperature and concentrated under reduced pressure. The crude product is purified by silica gel chromatography eluting with a linear gradient of 0% to 5% methanol in dichloromethane over 27 minutes to give the title compound (9.61 g, 70%). ES/MS m/e: 589 (M−1). The reactants are O=Cc1cc(O)ccc1Br, O=C([O-])[O-], Cc1ccccc1, [K+], [K+], OCCO, Cc1ccc(S(=O)(=O)O)cc1. The product is Oc1ccc(Br)c(C2OCCO2)c1. RXN SMILES: [Br:1][c:2]1[c:3]([CH:4]=[O:5])[cH:6][c:7]([OH:10])[cH:8][cH:9]1.[C:26](=[O:27])([O-:28])[O-:29].[CH3:32][c:33]1[cH:34][cH:35][cH:36][cH:37][cH:38]1.[K+:30].[K+:31].[OH:11][CH2:12][CH2:13][OH:14].[c:15]1([CH3:16])[cH:17][cH:18][c:19]([S:20]([OH:21])(=[O:22])=[O:23])[cH:24][cH:25]1>>[Br:1][c:2]1[c:3]([CH:4]2[O:5][CH2:13][CH2:12][O:11]2)[cH:6][c:7]([OH:10])[cH:8][cH:9]1. The solvent is [N+](=O)([O-])C1=CC=CC=C1 (nitrobenzene). The product is C1=CC=C2C(=C1)C(=O)C3=C(C2=O)C(=CC=C3)NC4=CC=CC5=C4C(=O)C6=CC=CC=C6C5=O (anthrimide). Reaction conditions: time 2 hour. Reported procedure: 9.2 g of 4,4'-diamino-1,1'-dianthrimide are heated in 75 ml of nitrobenzene to 145°-150° C. 6.5 g of thiophene-2-carboxylic acid chloride are then added dropwise over a period of 30 minutes. The temperature of the suspension is increased to 170°-175° C. over a period of 2 hours and the suspension is stirred for 2 hours at that temperature. After cooling, the product is filtered off and washed with nitrobenzene and ethanol. 12.5 g of the anthrimide of the formula (2) are obtained. The anthrimide ... Reaction SMILES: [CH:1]1[CH:6]=[C:5]2[C:7]([C:9]3[C:14]([C:15](=[O:16])[C:4]2=[CH:3][CH:2]=1)=[C:13]([NH:17][C:18]1[CH:23]=[CH:22][C:21](N)=[C:20]2[C:25]([C:27]4[C:32]([C:33](=[O:34])[C:19]=12)=[CH:31][CH:30]=[CH:29][CH:28]=4)=[O:26])[CH:12]=[CH:11][C:10]=3N)=[O:8].S1C=CC=C1C(Cl)=O>[N+](C1C=CC=CC=1)([O-])=O>[CH:1]1[CH:6]=[C:5]2[C:7]([C:9]3[CH:10]=[CH:11][CH:12]=[C:13]([NH:17][C:18]4[C:19]5[C:33]([C:32]6[C:27]([C:25](=[O:26])[C:20]=5[CH:21]=[CH:22][CH:23]=4)=[CH:28][CH:29]=[CH:30][CH:31]=6)=[O:34])[C:14]=3[C:15](=[O:16])[C:4]2=[CH:3][CH:2]=1)=[O:8]. Starting materials: C1=CC=C2C(=C1)C(=O)C3=C(C=CC(=C3C2=O)NC4=C5C(=C(C=C4)N)C(=O)C6=CC=CC=C6C5=O)N (4,4'-diamino-1,1'-dianthrimide), S1C(=CC=C1)C(=O)Cl (thiophene-2-carboxylic acid chloride). Yield: 145.4%. Reactants: 100, N(=O)[O-].[Na+] (sodium nitrite), NC1=C(C(=O)O)C=CC=C1 (2-aminobenzoic acid), Cl (hydrochloric acid), ClCl (chlorine). Solvent: O (water), C(C)(C)O (isopropanol). Yields the product ClC=1C=C(C(=O)O)C=C(C1)Cl (3,5-dichlorobenzoic acid). The yield is 83.0%. RXN SMILES: N[C:2]1[CH:10]=[CH:9][CH:8]=[CH:7][C:3]=1[C:4]([OH:6])=[O:5].[ClH:11].[Cl:12]Cl.N([O-])=O.[Na+]>O.C(O)(C)C>[Cl:11][C:10]1[CH:2]=[C:3]([CH:7]=[C:8]([Cl:12])[CH:9]=1)[C:4]([OH:6])=[O:5] |f:3.4|. Procedure: 137 parts of 2-aminobenzoic acid are introduced into 2,000 parts of 10 percent strength by weight hydrochloric acid. 138 parts of chlorine gas are passed in at 30° C. over 3 hours. 800 parts of isopropanol are then added. A solution of 100 parts of sodium nitrite in 140 parts of water is introduced in the coarse of 6 hours at 85° C.; nitrogen is evolved. The mixture is cooled and the product is filtered off. 158 parts (83% of theory) of 3,5-dichlorobenzoic acid of melting point 176°-179° C. are ... Reactants: ClC=1NC(=C2N=CN=C2N1)NC1=CC=C(C(=O)OCC)C=C1 (Ethyl 4-[(2-chloro-1H-purin-6-yl)amino]benzoate), [N+](=O)([O-])C=1C=C(N)C=CC1 (3-nitroaniline). Yields the product [N+](=O)([O-])C=1C=C(C=CC1)NC1=NC(=C2N=CNC2=N1)NC1=CC=C(C(=O)OCC)C=C1 (Ethyl 4-[[2-[(3-nitrophenyl)amino]-9H-purin-6-yl]amino]benzoate). Isolated yield 54.1%. Reaction SMILES: Cl[C:2]1[NH:3][C:4]([NH:11][C:12]2[CH:22]=[CH:21][C:15]([C:16]([O:18][CH2:19][CH3:20])=[O:17])=[CH:14][CH:13]=2)=[C:5]2[C:9]([N:10]=1)=[N:8][CH:7]=[N:6]2.[N+:23]([C:26]1[CH:27]=[C:28]([CH:30]=[CH:31][CH:32]=1)[NH2:29])([O-:25])=[O:24]>>[N+:23]([C:26]1[CH:27]=[C:28]([NH:29][C:2]2[N:10]=[C:9]3[C:5]([N:6]=[CH:7][NH:8]3)=[C:4]([NH:11][C:12]3[CH:22]=[CH:21][C:15]([C:16]([O:18][CH2:19][CH3:20])=[O:17])=[CH:14][CH:13]=3)[N:3]=2)[CH:30]=[CH:31][CH:32]=1)([O-:25])=[O:24]. Reported procedure: The procedure is carried out as in stage 2 of Example 1, using 238 mg of the product obtained in stage 1 of Example 1 and 520 mg of 3-nitroaniline in place of trans-1,4diaminocyclohexane. 170 mg of the expected product are thus obtained. Starting materials: [Al+3], COc1ccc(C(N)=O)c([N+](=O)[O-])c1, [Cl-], [Cl-], [Cl-], ClCCl, O. Yields the product NC(=O)c1ccc(O)cc1[N+](=O)[O-]. RXN SMILES: [Al+3:16].[CH3:1][O:2][c:3]1[cH:4][c:5]([N+:12](=[O:13])[O-:14])[c:6]([C:7](=[O:8])[NH2:9])[cH:10][cH:11]1.[Cl-:15].[Cl-:17].[Cl-:18].[Cl:20][CH2:21][Cl:22].[OH2:19]>>[OH:2][c:3]1[cH:4][c:5]([N+:12](=[O:13])[O-:14])[c:6]([C:7](=[O:8])[NH2:9])[cH:10][cH:11]1.